From a dataset of the Open Reaction Database (ORD), a public repository of structured organic reaction records. describe an organic reaction: reactants, conditions, products, and yield The reactants are O=Cc1c(Br)ccc2c1OCO2, O=C([O-])[O-], COC(C)OC, O=Cc1ccccc1B(O)O, [Na+], [Na+], c1ccc(P(c2ccccc2)(c2ccccc2)[Pd](P(c2ccccc2)(c2ccccc2)c2ccccc2)(P(c2ccccc2)(c2ccccc2)c2ccccc2)P(c2ccccc2)(c2ccccc2)c2ccccc2)cc1. Product: O=Cc1ccccc1-c1ccc2c(c1C=O)OCO2. As a reaction SMILES: [Br:1][c:2]1[c:3]([CH:11]=[O:12])[c:4]2[c:5]([cH:9][cH:10]1)[O:6][CH2:7][O:8]2.[C:13](=[O:14])([O-:15])[O-:16].[CH3:30][O:31][CH:32]([O:33][CH3:34])[CH3:35].[CH:19](=[O:20])[c:21]1[c:22]([B:27]([OH:28])[OH:29])[cH:23][cH:24][cH:25][cH:26]1.[Na+:17].[Na+:18].[cH:36]1[cH:37][cH:38][c:39]([P:40]([Pd:41]([P:42]([c:43]2[cH:44][cH:45][cH:46][cH:47][cH:48]2)([c:49]2[cH:50][cH:51][cH:52][cH:53][cH:54]2)[c:55]2[cH:56][cH:57][cH:58][cH:59][cH:60]2)([P:61]([c:62]2[cH:63][cH:64][cH:65][cH:66][cH:67]2)([c:68]2[cH:69][cH:70][cH:71][cH:72][cH:73]2)[c:74]2[cH:75][cH:76][cH:77][cH:78][cH:79]2)[P:80]([c:81]2[cH:82][cH:83][cH:84][cH:85][cH:86]2)([c:87]2[cH:88][cH:89][cH:90][cH:91][cH:92]2)[c:93]2[cH:94][cH:95][cH:96][cH:97][cH:98]2)([c:99]2[cH:100][cH:101][cH:102][cH:103][cH:104]2)[c:105]2[cH:106][cH:107][cH:108][cH:109][cH:110]2)[cH:111][cH:112]1>>[c:2]1(-[c:22]2[c:21]([CH:19]=[O:20])[cH:26][cH:25][cH:24][cH:23]2)[c:3]([CH:11]=[O:12])[c:4]2[c:5]([cH:9][cH:10]1)[O:6][CH2:7][O:8]2. Starting materials: C1CCOC1 (THF), FC1=CC=C(C=C1)C1CCN(CC1)CCCN (3-[4-(4-Fluorophenyl)piperidin-1-yl]propylamine), C1CCOC1 (THF), FC=1C=C(C=CC1F)[C@@H]1NC(O[C@H]1C)=O (4(S)-(3,4-difluorophenyl)-5(S)-methyloxazolidin-2-one), C1CCOC1 (THF), [Li]CCCC (n-BuLi), [Li]CCCC (n-BuLi). Solvent: ClC(=O)OC1=CC=C(C=C1)[N+](=O)[O-] (p-nitrophenyl chloroformate), O (water), ClC(=O)OC1=CC=C(C=C1)[N+](=O)[O-] (p-nitrophenyl chloroformate). Conditions: temperature -60 celsius, time 30 minute. Product: FC=1C=C(C=CC1F)[C@@H]1N(C(O[C@H]1C)=O)C(=O)NCCCN1CCC(CC1)C1=CC=C(C=C1)F ((4S,5S)-4-(3,4-Difluorophenyl)-N-[3-[4-(4-fluorophenyl)-1-piperidinyl]propyl]-5-methyl-2-oxo-3-oxazolidine carboxamide). RXN SMILES: [F:1][C:2]1[CH:3]=[C:4]([C@H:9]2[C@H:13]([CH3:14])[O:12][C:11](=[O:15])[NH:10]2)[CH:5]=[CH:6][C:7]=1[F:8].[Li]CCCC.[F:21][C:22]1[CH:27]=[CH:26][C:25]([CH:28]2[CH2:33][CH2:32][N:31]([CH2:34][CH2:35][CH2:36][NH2:37])[CH2:30][CH2:29]2)=[CH:24][CH:23]=1.C1C[O:41][CH2:40]C1>ClC(OC1C=CC([N+]([O-])=O)=CC=1)=O.O>[F:1][C:2]1[CH:3]=[C:4]([C@H:9]2[C@H:13]([CH3:14])[O:12][C:11](=[O:15])[N:10]2[C:40]([NH:37][CH2:36][CH2:35][CH2:34][N:31]2[CH2:32][CH2:33][CH:28]([C:25]3[CH:26]=[CH:27][C:22]([F:21])=[CH:23][CH:24]=3)[CH2:29][CH2:30]2)=[O:41])[CH:5]=[CH:6][C:7]=1[F:8]. Procedure: 4(S)-(3,4-difluorophenyl)-5(S)-methyloxazolidin-2-one (2 g, 9.4 mmole) was dissolved in THF (20 ml) and cooled to −60° C. for the dropwise addition of n-BuLi (4 ml, 2.5 M in hexane). In a separate flask, p-nitrophenyl chloroformate was dissolved in 20 ml THF and cooled to −60° C. When the addition of n-BuLi was complete, the mixture was aged at −60° C. for 30 minutes. and then transferred via cannula to the p-nitrophenyl chloroformate solution. The reaction mixture was then allowed to warm to ro... The reactants are C(N)(=O)C1=CC(=CS1)C1=CC=C(C(=O)O)C=C1 (4-(5-Carbamoyl-thiophen-3-yl)-benzoic acid), CCN(C(C)C)C(C)C (DIEA), C[C@H]1N(CCC1)C[C@H]1NCCC1 (2-(R)-Methyl-1-(2-(S)-pyrrolidinylmethyl)pyrrolidine), CCN=C=NCCCN(C)C.Cl (EDC-HCl), C=1C=CC2=C(C1)N=NN2O (HOBt). The solvent is CN(C)C=O.C(Cl)Cl (DMF CH2Cl2). The product is C[C@H]1N(CCC1)C[C@H]1N(CCC1)C(=O)C1=CC=C(C=C1)C=1C=C(SC1)C(=O)N (4-{4-[2-(S)-(2-(R)-Methyl-pyrrolidin-1-ylmethyl)-pyrrolidine-1-carbonyl]-phenyl}-thiophene-2-carboxylic acid amide). Yield: 14.4%. As a reaction SMILES: [C:1]([C:4]1[S:8][CH:7]=[C:6]([C:9]2[CH:17]=[CH:16][C:12]([C:13]([OH:15])=O)=[CH:11][CH:10]=2)[CH:5]=1)(=[O:3])[NH2:2].CCN=C=NCCCN(C)C.Cl.C1C=CC2N(O)N=NC=2C=1.CCN(C(C)C)C(C)C.[CH3:49][C@@H:50]1[CH2:54][CH2:53][CH2:52][N:51]1[CH2:55][C@@H:56]1[CH2:60][CH2:59][CH2:58][NH:57]1>CN(C=O)C.C(Cl)Cl>[CH3:49][C@@H:50]1[CH2:54][CH2:53][CH2:52][N:51]1[CH2:55][C@@H:56]1[CH2:60][CH2:59][CH2:58][N:57]1[C:13]([C:12]1[CH:11]=[CH:10][C:9]([C:6]2[CH:5]=[C:4]([C:1]([NH2:2])=[O:3])[S:8][CH:7]=2)=[CH:17][CH:16]=1)=[O:15] |f:1.2,6.7|. Procedure details: The title compound is prepared in a manner substantially analogous to General Procedure D in 10 mL 30% DMF/CH2Cl2 using 4-(5-Carbamoyl-thiophen-3-yl)-benzoic acid (360 mg, 1.6 mmol), EDC-HCl (439 mg, 2.3 mmol), HOBt (311 mg, 2.3 mmol), DIEA (0.70 mL, 4.0 mmol) and 2-(R)-Methyl-1-(2-(S)-pyrrolidinylmethyl)pyrrolidine (236 mg, 1.4 mmol) to give the title compound (80 mg, 14% yield). MS (ES+) 398.3 (M+H)+